From a dataset of the Open Reaction Database (ORD), a public repository of structured organic reaction records. describe an organic reaction: reactants, conditions, products, and yield The reactants are NCCCN(S(=O)(=O)C)CC1=CC(=CC=C1)C1=NC(=NC=C1)NCCC1=CC=C(C=C1)O (N-(3-Amino-propyl)-N-(3-{2-[2-(4-hydroxy-phenyl)-ethylamino]-pyrimidin-4-yl}-benzyl)-methanesulfonamide), ClC=1C=C(C(=O)O)C=CC1 (3-chlorobenzoic acid), 594. The product is ClC=1C=C(C(=O)NCCCN(S(=O)(=O)C)CC2=CC(=CC=C2)C2=NC(=NC=C2)NCCC2=CC=C(C=C2)O)C=CC1 (3-Chloro-N-{3-[(3-{2-[2-(4-hydroxy-phenyl)-ethylamino]-pyrimidin-4-yl}-benzyl)-methanesulfonyl-amino]-propyl}-benzamide). As a reaction SMILES: [NH2:1][CH2:2][CH2:3][CH2:4][N:5]([CH2:10][C:11]1[CH:16]=[CH:15][CH:14]=[C:13]([C:17]2[CH:22]=[CH:21][N:20]=[C:19]([NH:23][CH2:24][CH2:25][C:26]3[CH:31]=[CH:30][C:29]([OH:32])=[CH:28][CH:27]=3)[N:18]=2)[CH:12]=1)[S:6]([CH3:9])(=[O:8])=[O:7].[Cl:33][C:34]1[CH:35]=[C:36]([CH:40]=[CH:41][CH:42]=1)[C:37](O)=[O:38]>>[Cl:33][C:34]1[CH:35]=[C:36]([CH:40]=[CH:41][CH:42]=1)[C:37]([NH:1][CH2:2][CH2:3][CH2:4][N:5]([CH2:10][C:11]1[CH:16]=[CH:15][CH:14]=[C:13]([C:17]2[CH:22]=[CH:21][N:20]=[C:19]([NH:23][CH2:24][CH2:25][C:26]3[CH:27]=[CH:28][C:29]([OH:32])=[CH:30][CH:31]=3)[N:18]=2)[CH:12]=1)[S:6]([CH3:9])(=[O:8])=[O:7])=[O:38]. Procedure: Compound 2 was coupled with 3-chlorobenzoic acid following procedure K. LC-MS showed the product had the expected M+H+ of 594. 1H NMR (Varian 300 MHz, CDCl3, shifts relative to the solvent peak at 7.24 ppm) δ 8.3 (d, 1H) 7.82 (s, 1H) 7.7 (d, 1H) 7.55 (d, 2H) 7.2 (m, 2H), 7.3 (m, 2H), 6.9 (m, 2H), 6.8 (d, 2H), 6.71 (d, 1H), 6.5 (d, 2H), δ 4.2 (s, 2H), 3.49 (t, 2H), 3.2 (d, 2H), 3.5 (t, 2H), δ 2.6 (s, 3H), δ 1.4 (m, 2H).